Dataset: the Open Reaction Database (ORD), a public repository of structured organic reaction records. Task: describe an organic reaction: reactants, conditions, products, and yield Reactants: CC(=O)O, CC(C)Oc1ccc(F)c(B(O)O)c1F, C1CCOC1, OO. Yields the product CC(C)Oc1ccc(F)c(O)c1F. As a reaction SMILES: [CH3:16][C:17]([OH:18])=[O:19].[F:1][c:2]1[c:3]([B:13]([OH:14])[OH:15])[c:4]([F:12])[cH:5][cH:6][c:7]1[O:8][CH:9]([CH3:10])[CH3:11].[O:22]1[CH2:23][CH2:24][CH2:25][CH2:26]1.[OH:20][OH:21]>>[F:1][c:2]1[c:3]([OH:18])[c:4]([F:12])[cH:5][cH:6][c:7]1[O:8][CH:9]([CH3:10])[CH3:11]. The reactants are CNC (dimethylamine), COC(=O)NC(=S)NC1=C(C=CC=C1)NC(CCCl)=O (1-methoxycarbonyl-3-[2-(3-chloropropionamido)phenyl]thiourea). Solvent: C(C)O (ethanol), C(C)O (ethanol). Run at time 30 minute. Product: Cl.COC(=O)NC(=S)NC1=C(C=CC=C1)NC(CCN(C)C)=O (1-methoxycarbonyl-3-[2-(3-dimethylaminopropionamido)phenyl]thiourea hydrochloride). As a reaction SMILES: [CH3:1][NH:2][CH3:3].[CH3:4][O:5][C:6]([NH:8][C:9]([NH:11][C:12]1[CH:17]=[CH:16][CH:15]=[CH:14][C:13]=1[NH:18][C:19](=[O:23])[CH2:20][CH2:21][Cl:22])=[S:10])=[O:7]>C(O)C>[ClH:22].[CH3:4][O:5][C:6]([NH:8][C:9]([NH:11][C:12]1[CH:17]=[CH:16][CH:15]=[CH:14][C:13]=1[NH:18][C:19](=[O:23])[CH2:20][CH2:21][N:2]([CH3:3])[CH3:1])=[S:10])=[O:7] |f:3.4|. Reported procedure: A suspension of dimethylamine in ethanol (20% w/w; 18 ml) was added to a suspension of 1-methoxycarbonyl-3-[2-(3-chloropropionamido)phenyl]thiourea (8.2 g) in ethanol (50 ml). The mixture was heated under reflux, with stirring, for 30 minutes, the ethanol removed by distillation and water (10 ml) added to the residual gum which slowly solidified. The solid was filtered off and dissolved in the minimum of ethanol. Diethyl ether (300 ml) was added, followed by an excess of a saturated solution of ... The reactants are Cl (hydrochloric acid), NC=1SC2=C(N1)C=C1C(=C2)OCO1 (2-Amino-5,6-methylenedioxybenzthiazole), O.C(C)OCC (water diethyl ether), N(=O)OC(C)(C)C (tert-butyl nitrite). The reagents and catalysts are [Cu](Cl)Cl (copper(II) chloride). The solvent is C(C)#N (acetonitrile), C(C)#N (acetonitrile). Yields the product ClC=1SC2=C(N1)C=C1C(=C2)OCO1 (2-Chloro-5,6-methylenedioxybenzthiazole). As a reaction SMILES: N[C:2]1[S:3][C:4]2[CH:10]=[C:9]3[O:11][CH2:12][O:13][C:8]3=[CH:7][C:5]=2[N:6]=1.N(OC(C)(C)C)=O.O.C(OCC)C.[ClH:27]>C(#N)C.[Cu](Cl)Cl>[Cl:27][C:2]1[S:3][C:4]2[CH:10]=[C:9]3[O:11][CH2:12][O:13][C:8]3=[CH:7][C:5]=2[N:6]=1 |f:2.3|. Reported procedure: The product from Step 1 (1.7 g) was partially dissolved in dry acetonitrile (50 cm3) and added in portions to a stirred suspension of copper(II) chloride (1.41 g) and tert-butyl nitrite (1.56 cm3) in dry acetonitrile (15 cm3) at 60° C. The mixture was heated for 1 hr., cooled to ambient temperature, poured into water/diethyl ether and acidified with aqueous 2M hydrochloric acid. The aqueous fraction was separated and extracted with diethylether (3×100 cm3) and the combined organic fractions wash...